This data is from the Open Reaction Database (ORD), a public repository of structured organic reaction records. The task is: describe an organic reaction: reactants, conditions, products, and yield Starting materials: [OH-].[Na+] (sodium hydroxide), ClC1=C(C=C2CC(C(C2=C1Cl)=O)(CCC)CC=C(C)Cl)C(C(=O)OCC)C(=O)OCC (diethyl 2-[6,7-dichloro-2-(3-chloro-2-butenyl)-2,3-dihydro-1-oxo-2-propyl-1H-inden-5-yl]malonate). Solvent: C(C)O (ethanol), O (water), O (water). The product is ClC1=C(C=C2CC(C(C2=C1Cl)=O)(CCC)CC=C(C)Cl)CC(=O)O ([6,7-Dichloro-2-(3-chloro-2-butenyl)-2,3-dihydro-1-oxo-2-propyl-1H-inden-5-yl]acetic acid). Isolated yield 58.2%. RXN SMILES: [Cl:1][C:2]1[C:10]([Cl:11])=[C:9]2[C:5]([CH2:6][C:7]([CH2:16][CH:17]=[C:18]([Cl:20])[CH3:19])([CH2:13][CH2:14][CH3:15])[C:8]2=[O:12])=[CH:4][C:3]=1[CH:21](C(OCC)=O)[C:22]([O:24]CC)=[O:23].[OH-].[Na+]>C(O)C.O>[Cl:1][C:2]1[C:10]([Cl:11])=[C:9]2[C:5]([CH2:6][C:7]([CH2:16][CH:17]=[C:18]([Cl:20])[CH3:19])([CH2:13][CH2:14][CH3:15])[C:8]2=[O:12])=[CH:4][C:3]=1[CH2:21][C:22]([OH:24])=[O:23] |f:1.2|. Reported procedure: Crude diethyl 2-[6,7-dichloro-2-(3-chloro-2-butenyl)-2,3-dihydro-1-oxo-2-propyl-1H-inden-5-yl]malonate (36.9 g, 0.075 mole) was refluxed with stirring in a mixture of ethanol (100 ml), water (100 ml) and sodium hydroxide (15 g) for 2 hours. The reaction mixture was cooled, diluted with water and extracted with hexane. The aqueous layer was acidified with hydrochloric acid and extracted with methylene chloride. The organic extracts were washed with water, dried over MgSO4 and concentrated under v...